This data is from the Open Reaction Database (ORD), a public repository of structured organic reaction records. The task is: describe an organic reaction: reactants, conditions, products, and yield The reactants are compound 37, NC1=C(OCCCC(=O)OCC)C=CC=C1 (ethyl 4-(2-aminophenoxy)butyrate), C(C)(C)(C)C1=CC=C(CN2C=CC3=CC(=CC=C23)/C(=C/C(=O)O)/C)C=C1 (3-[1-(4-tert-butylbenzyl)indol-5-yl]isocrotonic acid). The product is C(C)(C)(C)C1=CC=C(CN2C=CC3=CC(=CC=C23)/C(=C/C(=O)NC2=C(OCCCC(=O)O)C=CC=C2)/C)C=C1 (4-{2-[3-[1-(4-tert-butylbenzyl)indol-5-yl]isocrotonoylamino]phenoxy}butyric acid). As a reaction SMILES: [NH2:1][C:2]1[CH:16]=[CH:15][CH:14]=[CH:13][C:3]=1[O:4][CH2:5][CH2:6][CH2:7][C:8]([O:10]CC)=[O:9].[C:17]([C:21]1[CH:42]=[CH:41][C:24]([CH2:25][N:26]2[C:34]3[C:29](=[CH:30][C:31](/[C:35](/[CH3:40])=[CH:36]/[C:37](O)=[O:38])=[CH:32][CH:33]=3)[CH:28]=[CH:27]2)=[CH:23][CH:22]=1)([CH3:20])([CH3:19])[CH3:18]>>[C:17]([C:21]1[CH:42]=[CH:41][C:24]([CH2:25][N:26]2[C:34]3[C:29](=[CH:30][C:31](/[C:35](/[CH3:40])=[CH:36]/[C:37]([NH:1][C:2]4[CH:16]=[CH:15][CH:14]=[CH:13][C:3]=4[O:4][CH2:5][CH2:6][CH2:7][C:8]([OH:10])=[O:9])=[O:38])=[CH:32][CH:33]=3)[CH:28]=[CH:27]2)=[CH:23][CH:22]=1)([CH3:20])([CH3:18])[CH3:19]. Reported procedure: 177 mg of compound 37 was obtained in a similar manner to those described in the Examples 1 and 2 using 513 mg of ethyl 4-(2-aminophenoxy)butyrate and 400 mg of 3-[1-(4-tert-butylbenzyl)indol-5-yl]isocrotonic acid obtained according to the procedures described in the Reference Examples 1-4. Reactants: C1CCOC1 (THF), Cl (hydrochloric acid), BrC1=CC=C(OC(C(=O)O)(C)C)C=C1 (2-[(para-bromo)-phenoxy]-2-methyl-propionic acid), C1CCOC1 (THF), C[Mg]I (methylmagnesium iodide), C(C1=CC=CC=C1)#N (benzonitrile), ice. Run at time 2 hour. Yields the product C(C1=CC=CC=C1)(=O)C1=CC=C(OC(C(=O)O)(C)C)C=C1 (2-[(para-benzoyl)-phenoxy]-2-methyl-propionic acid). The yield is 77.0%. Reaction SMILES: Br[C:2]1[CH:14]=[CH:13][C:5]([O:6][C:7]([CH3:12])([CH3:11])[C:8]([OH:10])=[O:9])=[CH:4][CH:3]=1.C[Mg]I.[C:18](#N)[C:19]1[CH:24]=[CH:23][CH:22]=[CH:21][CH:20]=1.Cl.C1C[O:30]CC1>>[C:18]([C:2]1[CH:14]=[CH:13][C:5]([O:6][C:7]([CH3:12])([CH3:11])[C:8]([OH:10])=[O:9])=[CH:4][CH:3]=1)(=[O:30])[C:19]1[CH:24]=[CH:23][CH:22]=[CH:21][CH:20]=1. Procedure details: 26 g (0.1 mole) of 2-[(para-bromo)-phenoxy]-2-methyl-propionic acid is dissolved in 200 cc of anhydrous THF and placed in a 500 cc flask. The mixture is cooled in an ice bath and 0.2 mole of methylmagnesium iodide (prepared in solution of THF) is added slowly. After this addition, the temperature is allowed to rise and the mixture stirred at ambient temperature for 11/2 hours. Then slowly and drop by drop a solution of 4.1 g (0.1 mole) of benzonitrile in 20 cc of THF is added and the mixture is ... Reactants: CCOC(=O)CCCCCCCSc1nc(-c2ccccc2)c(-c2ccccc2)[nH]1, CCO, [Na+], [OH-], O. Product: O=C(O)CCCCCCCSc1nc(-c2ccccc2)c(-c2ccccc2)[nH]1. As a reaction SMILES: [CH2:1]([CH3:2])[O:3][C:4]([CH2:5][CH2:6][CH2:7][CH2:8][CH2:9][CH2:10][CH2:11][S:12][c:13]1[nH:14][c:15](-[c:24]2[cH:25][cH:26][cH:27][cH:28][cH:29]2)[c:16](-[c:18]2[cH:19][cH:20][cH:21][cH:22][cH:23]2)[n:17]1)=[O:30].[CH3:33][CH2:34][OH:35].[Na+:32].[OH-:31].[OH2:36]>>[O:3]=[C:4]([CH2:5][CH2:6][CH2:7][CH2:8][CH2:9][CH2:10][CH2:11][S:12][c:13]1[n:14][c:15](-[c:24]2[cH:25][cH:26][cH:27][cH:28][cH:29]2)[c:16](-[c:18]2[cH:19][cH:20][cH:21][cH:22][cH:23]2)[nH:17]1)[OH:30]. The reactants are BrC=1C=C2C=CC(=CC2=CC1)O (6-Bromo-2-naphthol), N1C=NC=C1 (imidazole), [Si](C)(C)(C(C)(C)C)Cl (t-butyldimethylsilyl chloride), N1C=NC=C1 (imidazole), [SiH3]Cl (silyl chloride). The solvent is CN(C)C=O (DMF). Conditions: time 1 day. Product: BrC=1C=C2C=CC(=CC2=CC1)O[Si](C)(C)C(C)(C)C (6-Bromo-2-(t-butyldimethylsilyloxy) naphthalene). The yield is 74.1%. RXN SMILES: [Br:1][C:2]1[CH:3]=[C:4]2[C:9](=[CH:10][CH:11]=1)[CH:8]=[C:7]([OH:12])[CH:6]=[CH:5]2.N1C=CN=C1.[Si:18](Cl)([C:21]([CH3:24])([CH3:23])[CH3:22])([CH3:20])[CH3:19].[SiH3]Cl>CN(C=O)C>[Br:1][C:2]1[CH:3]=[C:4]2[C:9](=[CH:10][CH:11]=1)[CH:8]=[C:7]([O:12][Si:18]([C:21]([CH3:24])([CH3:23])[CH3:22])([CH3:20])[CH3:19])[CH:6]=[CH:5]2. Procedure details: 6-Bromo-2-naphthol (10 g, 44 mmol), imidazole (7.4 g, 110 mmol), and t-butyldimethylsilyl chloride (10 g, 66 mmol) were stirred in DMF (50 mL) at room temperature overnight. TLC analysis indicated incomplete reaction, so additional imidazole (0.6 g) and silyl chloride (1.3 g) were added, and stirring continued 1 day. After evaporation of DMF, the mixture was extracted with EtOAc and 5% aqueous KHSO4, dried (Na2SO4), and evaporated. The crude product was purified by silica gel chromatography, elu... Reactants: COC(=O)CBr, O=C([O-])[O-], CC#N, COCC1CCCN1, [I-], [K+], [K+], [Na+]. Reaction SMILES: [Br:1][CH2:2][C:3](=[O:4])[O:5][CH3:6].[C:15](=[O:16])([O-:17])[O-:18].[CH3:23][C:24]#[N:25].[CH3:7][O:8][CH2:9][CH:10]1[NH:11][CH2:12][CH2:13][CH2:14]1.[I-:22].[K+:19].[K+:20].[Na+:21]>>[CH2:2]([C:3](=[O:4])[O:5][CH3:6])[N:11]1[CH:10]([CH2:9][O:8][CH3:7])[CH2:14][CH2:13][CH2:12]1. Yields the product COCC1CCCN1CC(=O)OC. Reactants: C(=O)C1=C(C=CC=C1)C1=CC=C(C=C1)C(=O)N1CC=2N(CC3=C1C=CC=C3)C(=CC2)C(=O)NCC=2C=NC=CC2 (10-[(2′-formyl-1,1′-biphenyl-4-yl)carbonyl]-N-(pyridin-3-ylmethyl)-10,11-dihydro-5H-pyrrolo[2,1-c][1,4]benzodiazepine-3-carboxamide), [BH4-].[Na+] (sodium borohydride), Cl (hydrochloric acid). The solvent is C(C)O (ethanol). Product: OCC1=C(C=CC=C1)C1=CC=C(C=C1)C(=O)N1CC=2N(CC3=C1C=CC=C3)C(=CC2)C(=O)NCC=2C=NC=CC2 (10-{[2′-(Hydroxymethyl)-1,1′-biphenyl-4-yl]carbonyl}-N-(pyridin-3-ylmethyl)-10,11-dihydro-5H-pyrrolo[2,1-c][1,4]benzodiazepine-3-carboxamide). RXN SMILES: [CH:1]([C:3]1[CH:8]=[CH:7][CH:6]=[CH:5][C:4]=1[C:9]1[CH:14]=[CH:13][C:12]([C:15]([N:17]2[C:23]3[CH:24]=[CH:25][CH:26]=[CH:27][C:22]=3[CH2:21][N:20]3[C:28]([C:31]([NH:33][CH2:34][C:35]4[CH:36]=[N:37][CH:38]=[CH:39][CH:40]=4)=[O:32])=[CH:29][CH:30]=[C:19]3[CH2:18]2)=[O:16])=[CH:11][CH:10]=1)=[O:2].[BH4-].[Na+].Cl>C(O)C>[OH:2][CH2:1][C:3]1[CH:8]=[CH:7][CH:6]=[CH:5][C:4]=1[C:9]1[CH:10]=[CH:11][C:12]([C:15]([N:17]2[C:23]3[CH:24]=[CH:25][CH:26]=[CH:27][C:22]=3[CH2:21][N:20]3[C:28]([C:31]([NH:33][CH2:34][C:35]4[CH:36]=[N:37][CH:38]=[CH:39][CH:40]=4)=[O:32])=[CH:29][CH:30]=[C:19]3[CH2:18]2)=[O:16])=[CH:13][CH:14]=1 |f:1.2|. Reported procedure: A solution of 10-[(2′-formyl-1,1′-biphenyl-4-yl)carbonyl]-N-(pyridin-3-ylmethyl)-10,11-dihydro-5H-pyrrolo[2,1-c][1,4]benzodiazepine-3-carboxamide of Example 567, Step B (0.75 mmole), in ethanol (5 mL) at 5° C. was treated with sodium borohydride (4.5 mmole). The mixture was stirred and allowed to warm to room temperature over 6 hours. To the reaction mixture was added 2N hydrochloric acid until a pH of 8.0 was reached. The ethanol was evaporated and the residue extracted with dichloromethane. Th... The reactants are C(C)(=O)OCC (ethyl acetate), FC(C(=O)OC(C(F)(F)F)=O)(F)F (trifluoroacetic anhydride), C(C)(C)N (isopropylamine), ClC1=NC=CC(=C1C(=O)O)C(=O)NC1=C(C=C(C=C1)C(C(F)(F)F)(C(F)(F)F)F)C (2-chloro-4-[4-(heptafluoro-2-propyl)-2-methylphenyl]aminocarbonyl-3-pyridinecarboxylic acid). Run in COC(C)(C)C (t-butyl methyl ether). Conditions: time 2 hour. Yields the product CC(C)NC(=O)C=1C(=NC=CC1C(=O)NC1=C(C=C(C=C1)C(C(F)(F)F)(C(F)(F)F)F)C)Cl (2-chloro-4-[4-(heptafluoro-2-propyl)-2-methylphenyl]aminocarbonyl-3-pyridinecarboxylic acid 2-propylamide). Yield: 84.4%. As a reaction SMILES: [Cl:1][C:2]1[C:7]([C:8]([OH:10])=O)=[C:6]([C:11]([NH:13][C:14]2[CH:19]=[CH:18][C:17]([C:20]([F:29])([C:25]([F:28])([F:27])[F:26])[C:21]([F:24])([F:23])[F:22])=[CH:16][C:15]=2[CH3:30])=[O:12])[CH:5]=[CH:4][N:3]=1.FC(F)(F)C(OC(=O)C(F)(F)F)=O.[CH:44]([NH2:47])([CH3:46])[CH3:45].C(OCC)(=O)C>COC(C)(C)C>[CH3:45][CH:44]([NH:47][C:8]([C:7]1[C:2]([Cl:1])=[N:3][CH:4]=[CH:5][C:6]=1[C:11]([NH:13][C:14]1[CH:19]=[CH:18][C:17]([C:20]([F:29])([C:21]([F:22])([F:23])[F:24])[C:25]([F:28])([F:27])[F:26])=[CH:16][C:15]=1[CH3:30])=[O:12])=[O:10])[CH3:46]. Reported procedure: In 10 ml of t-butyl methyl ether was dissolved 500 mg of 2-chloro-4-[4-(heptafluoro-2-propyl)-2-methylphenyl]aminocarbonyl-3-pyridinecarboxylic acid, followed by adding thereto 340 mg of ok trifluoroacetic anhydride, and the resulting mixture was stirred at room temperature for 2 hours. After the disappearance of the starting material was confirmed by TLC, 330 mg of isopropylamine was added to the mixture, followed by stirring at room temperature for another 2 hours. After completion of the reac...